This data is from the Open Reaction Database (ORD), a public repository of structured organic reaction records. The task is: describe an organic reaction: reactants, conditions, products, and yield Starting materials: CC(=O)[O-], Cc1ccc(C)cc1, CS(C)=O, N#Cc1ccccc1Cl, [Na+], [Na+], [Na+], O=C([O-])[O-], O, OCCOCCOCCO, Cl[Pd]Cl, Cc1ccc(B(O)O)cc1. Yields the product Cc1ccc(-c2ccccc2C#N)cc1. As a reaction SMILES: [CH3:27][C:28](=[O:29])[O-:30].[CH3:31][c:32]1[cH:33][cH:34][c:35]([CH3:36])[cH:37][cH:38]1.[CH3:50][S:51]([CH3:52])=[O:53].[Cl:1][c:2]1[c:3]([C:4]#[N:5])[cH:6][cH:7][cH:8][cH:9]1.[Na+:20].[Na+:21].[Na+:26].[O-:22][C:23](=[O:24])[O-:25].[OH2:49].[OH:39][CH2:40][CH2:41][O:42][CH2:43][CH2:44][O:45][CH2:46][CH2:47][OH:48].[Pd:54]([Cl:55])[Cl:56].[c:10]1([CH3:19])[cH:11][cH:12][c:13]([B:16]([OH:17])[OH:18])[cH:14][cH:15]1>>[c:2]1(-[c:13]2[cH:12][cH:11][c:10]([CH3:19])[cH:15][cH:14]2)[c:3]([C:4]#[N:5])[cH:6][cH:7][cH:8][cH:9]1. Reactants: C(\C=C\C)(=O)Cl (crotonyl chloride), ClC1=CC=C2C(=NNC2=C1)N (6-chloro-1H-indazole-3-amine). Solvent: N1=CC=CC=C1 (pyridine). Conditions: temperature 6 celsius, time 10 minute. Product: ClC1=CC=C2C(=NNC2=C1)NC(C=CC)=O (N-(6-chloro-1H-indazol-3-yl)-2-butenamide). RXN SMILES: [C:1](Cl)(=[O:5])/[CH:2]=[CH:3]/[CH3:4].[Cl:7][C:8]1[CH:16]=[C:15]2[C:11]([C:12]([NH2:17])=[N:13][NH:14]2)=[CH:10][CH:9]=1>N1C=CC=CC=1>[Cl:7][C:8]1[CH:16]=[C:15]2[C:11]([C:12]([NH:17][C:1](=[O:5])[CH:2]=[CH:3][CH3:4])=[N:13][NH:14]2)=[CH:10][CH:9]=1. Reported procedure: 0.67 cm3 of distilled crotonyl chloride is added to 50 mg of 6-chloro-1H-indazole-3-amine dissolved in 5 cm3 of pyridine and cooled to about 6° C. The mixture is stirred for 10 minutes and the temperature is then allowed to rise to about 19° C. over 22 hours. The reaction medium is then concentrated to dryness under reduced pressure (2 kPa; 40° C.) and the residue is then taken up in 50 cm3 of tetrahydrofuran and 25 cm3 of ethyl acetate. The organic phase is washed with 2×50 cm3 of distilled wat... Reactants: ClC=1C=NC=C(C1SC1=C(C=C(S1)C(=O)O)[N+](=O)[O-])Cl (5-[(3,5-dichloro-4-pyridyl)sulfanyl]-4-nitro-thiophene-2-carboxylic acid), C(C1=CC=CC=C1)N (benzylamine). The product is C(C1=CC=CC=C1)NC(=O)C=1SC(=C(C1)[N+](=O)[O-])SC1=C(C=NC=C1Cl)Cl (N-benzyl-5-[(3,5-dichloro-4-pyridyl)sulfanyl]-4-nitro-thiophene-2-carboxamide), solid. Isolated yield 28.0%. RXN SMILES: [Cl:1][C:2]1[CH:3]=[N:4][CH:5]=[C:6]([Cl:20])[C:7]=1[S:8][C:9]1[S:13][C:12]([C:14]([OH:16])=O)=[CH:11][C:10]=1[N+:17]([O-:19])=[O:18].[CH2:21]([NH2:28])[C:22]1[CH:27]=[CH:26][CH:25]=[CH:24][CH:23]=1>>[CH2:21]([NH:28][C:14]([C:12]1[S:13][C:9]([S:8][C:7]2[C:6]([Cl:20])=[CH:5][N:4]=[CH:3][C:2]=2[Cl:1])=[C:10]([N+:17]([O-:19])=[O:18])[CH:11]=1)=[O:16])[C:22]1[CH:27]=[CH:26][CH:25]=[CH:24][CH:23]=1. Procedure: Prepared according to the procedure described for example 44 from 5-[(3,5-dichloro-4-pyridyl)sulfanyl]-4-nitro-thiophene-2-carboxylic acid (39 mg, 0.11 mmol) and benzylamine (13 mg, 0.12 mmol). The title product was obtained as a yellow solid (15 mg, 28% yield). 1H NMR (300 MHz, d6-DMSO) δ: 8.72 (1H, s), 8.71 (1H, s), 8.35-8.39 (3H, m), 7.31 (2H, m), 7.27 (2H, m), 2.6 (2H, m). MS m/z: 439.85, 441.80 [M+H]+. The reactants are C(C1=CC=CC=C1)N1CCC(CC1)N1C(NC2=CC=CC=C2C1C1=CC=C(C=C1)Cl)=O (3-(1-benzylpiperidin-4-yl)-4-(4-chlorophenyl)-3,4-dihydro-2(1H)-quinazolinone). Solvent: C(Cl)Cl (methylene chloride), ClC(=O)OC(C)Cl (α-chloroethyl chloroformate). Conditions: time 1 hour. Yields the product N1CCC(CC1)N1C(NC2=CC=CC=C2C1C1=CC=C(C=C1)Cl)=O (3-(Piperidin-4-yl)-4-(4-chlorophenyl)-3,4-dihydro-2(1H)-quinazolinone). Yield: 97.2%. As a reaction SMILES: C([N:8]1[CH2:13][CH2:12][CH:11]([N:14]2[CH:23]([C:24]3[CH:29]=[CH:28][C:27]([Cl:30])=[CH:26][CH:25]=3)[C:22]3[C:17](=[CH:18][CH:19]=[CH:20][CH:21]=3)[NH:16][C:15]2=[O:31])[CH2:10][CH2:9]1)C1C=CC=CC=1>C(Cl)Cl.ClC(OC(Cl)C)=O>[NH:8]1[CH2:9][CH2:10][CH:11]([N:14]2[CH:23]([C:24]3[CH:25]=[CH:26][C:27]([Cl:30])=[CH:28][CH:29]=3)[C:22]3[C:17](=[CH:18][CH:19]=[CH:20][CH:21]=3)[NH:16][C:15]2=[O:31])[CH2:12][CH2:13]1. Procedure details: To a solution of 1.40 g (3.25 mmol) of 3-(1-benzylpiperidin-4-yl)-4-(4-chlorophenyl)-3,4-dihydro-2(1H)-quinazolinone in methylene chloride, α-chloroethyl chloroformate was added dropwise under ice-cooling and stirred for one hour. After concentration under reduced pressure, the residue was dissolved with 28 ml of methanol and stirred at room temperature for 2 hours and under ice-cooling for one hour. The precipitated crystals were collected to give 1.08 g (3.16 mmol) of the title compound as col... Starting materials: FC(COC1=C(C=CC=C1)I)F (2,2-difluoroethoxyiodobenzene), ClC=1C=C2C(C(NC2=CC1F)=O)=O (5-chloro-6-fluoroisatin), N1C(=O)C(=O)C2=CC=CC=C12 (isatin). Yields the product ClC=1C=C2C(C(NC2=CC1F)=O)(O)C1=C(C=CC=C1)OCC(F)F (5-Chloro-3-[2-(2,2-difluoroethoxy)phenyl]-6-fluoro-3-hydroxy-1,3-dihydroindol-2-one), Grignard reagent. Reaction SMILES: [Cl:1][C:2]1[CH:3]=[C:4]2[C:8](=[CH:9][C:10]=1[F:11])[NH:7][C:6](=[O:12])[C:5]2=[O:13].N1C2C(=CC=CC=2)C(=O)C1=O.[F:25][CH:26]([F:36])[CH2:27][O:28][C:29]1[CH:34]=[CH:33][CH:32]=[CH:31][C:30]=1I>>[Cl:1][C:2]1[CH:3]=[C:4]2[C:8](=[CH:9][C:10]=1[F:11])[NH:7][C:6](=[O:12])[C:5]2([C:30]1[CH:31]=[CH:32][CH:33]=[CH:34][C:29]=1[O:28][CH2:27][CH:26]([F:25])[F:36])[OH:13]. Procedure details: The title compound was prepared in analogy to example a.1 using 5-chloro-6-fluoroisatin as isatin II and 2,2-difluoroethoxyiodobenzene (to form the Grignard reagent). Reactants: [Li]CCCC, CCCCCC, CN(C)P(=O)(N(C)C)N(C)C, CC(C)NC(C)C, CC(C)[N-]C(C)C, COC(=O)C1C(=O)Nc2ccc(Cl)cc2CC1c1ccc(OC)cc1, CCI, [Li+], C1CCOC1. Yields the product CCC1(C(=O)OC)C(=O)Nc2ccc(Cl)cc2CC1c1ccc(OC)cc1. Reaction SMILES: [CH2:9]([Li:10])[CH2:11][CH2:12][CH3:13].[CH3:54][CH2:55][CH2:56][CH2:57][CH2:58][CH3:59].[CH3:60][N:61]([CH3:62])[P:63](=[O:64])([N:65]([CH3:66])[CH3:67])[N:68]([CH3:69])[CH3:70].[CH:14]([NH:15][CH:16]([CH3:17])[CH3:18])([CH3:19])[CH3:20].[CH:1]([CH3:2])([N-:3][CH:4]([CH3:5])[CH3:6])[CH3:7].[Cl:21][c:22]1[cH:23][cH:24][c:25]2[c:26]([cH:45]1)[CH2:27][CH:28]([c:37]1[cH:38][cH:39][c:40]([O:43][CH3:44])[cH:41][cH:42]1)[CH:29]([C:33](=[O:34])[O:35][CH3:36])[C:30](=[O:32])[NH:31]2.[I:46][CH2:47][CH3:48].[Li+:8].[O:49]1[CH2:50][CH2:51][CH2:52][CH2:53]1>>[CH2:1]([CH3:2])[C:29]1([C:33](=[O:34])[O:35][CH3:36])[CH:28]([c:37]2[cH:38][cH:39][c:40]([O:43][CH3:44])[cH:41][cH:42]2)[CH2:27][c:26]2[c:25]([cH:24][cH:23][c:22]([Cl:21])[cH:45]2)[NH:31][C:30]1=[O:32]. The reactants are Fc1ccc(C(F)(F)F)cc1Br, [H-], Nc1ncccc1O, [Na+], CN(C)C=O. Yields the product Nc1ncccc1Oc1ccc(C(F)(F)F)cc1Br. As a reaction SMILES: [Br:11][c:12]1[c:13]([F:22])[cH:14][cH:15][c:16]([C:18]([F:19])([F:20])[F:21])[cH:17]1.[H-:9].[NH2:1][c:2]1[n:3][cH:4][cH:5][cH:6][c:7]1[OH:8].[Na+:10].[O:23]=[CH:24][N:25]([CH3:26])[CH3:27]>>[NH2:1][c:2]1[n:3][cH:4][cH:5][cH:6][c:7]1[O:8][c:13]1[c:12]([Br:11])[cH:17][c:16]([C:18]([F:19])([F:20])[F:21])[cH:15][cH:14]1. Starting materials: COC1C(CC2=CC=CC=C12)O (1-methoxy-2-indanol). Run in CO (methanol). The product is O1[C@@H]2[C@H]1CC1=CC=CC=C21 (cis-1,2-epoxyindan), CO[C@H]1[C@@H](CC2=CC=CC=C12)O (trans-1-methoxy-2-indanol). As a reaction SMILES: [CH3:1][O:2][CH:3]1[C:11]2[C:6](=[CH:7][CH:8]=[CH:9][CH:10]=2)[CH2:5][CH:4]1[OH:12]>CO>[O:12]1[C@@H:4]2[CH2:5][C:6]3[C:11]([C@H:3]12)=[CH:10][CH:9]=[CH:8][CH:7]=3.[CH3:1][O:2][C@@H:3]1[C:11]2[C:6](=[CH:7][CH:8]=[CH:9][CH:10]=2)[CH2:5][C@H:4]1[OH:12]. Procedure details: Trans-1,2-indandiol can be obtained by a reaction of trans-2-bromo-1-indandiol with a dilute aqueous sodium carbonate solution in accordance with the method of A. Gagis, et al [J. Org. Chem., 37, 3181 (1972)]. Cis-1,2-indandiol can be obtained by peroxidation of indene with formic acid in accordance with the method of J. E. Taylor [Synthesis, 1142, (1985)]. Cis-1-methoxy-2-indanol can be obtained by a reaction of cis-1,2-epoxyindan with a copper-pyridine complex in methanol in accordance with th...